This data is from the Open Reaction Database (ORD), a public repository of structured organic reaction records. The task is: describe an organic reaction: reactants, conditions, products, and yield Reactants: C(C)(=O)OC(C)=O (Acetic anhydride), OCCC#CC=1C=C(SC1)C=1SC=CC1 (4-(Hydroxy-1-butynyl)-2,2'-bithiophene), N1=CC=CC=C1 (pyridine), O (Water). Run at time 8 hour. Product: C(C)(=O)OCCC#CC1=CC=C(S1)C=1SC=CC1 (5-(4-acetoxy-1-butynyl)-2,2'-bithiophene). Reaction SMILES: OCCC#C[C:6]1[CH:7]=[C:8]([C:11]2[S:12][CH:13]=[CH:14][CH:15]=2)[S:9][CH:10]=1.[C:16]([O:19][C:20](=[O:22])[CH3:21])(=O)[CH3:17].O.N1C=CC=[CH:26][CH:25]=1>>[C:20]([O:19][CH2:16][CH2:17][C:25]#[C:26][C:13]1[S:12][C:11]([C:8]2[S:9][CH:10]=[CH:6][CH:7]=2)=[CH:15][CH:14]=1)(=[O:22])[CH3:21]. Reported procedure: 4-(Hydroxy-1-butynyl)-2,2'-bithiophene (1.23 g) was dissolved in pyridine (6 ml). Acetic anhydride (1 ml) was added at room temperature, stirred for few minutes and further kept overnight. Water (20 ml) was added oily product was then extracted with 30 ml of ethyl acetate. The extract was washed with 10 ml of HCl (1N) for 3 times, 10 ml of water once and 10 ml of diluted KHCO3 solution once. Ethyl acetate was then reproved under reduced pressure. The residual solid was purified by silica gel col...